The task is: describe an organic reaction: reactants, conditions, products, and yield. This data is from the Open Reaction Database (ORD), a public repository of structured organic reaction records. The reactants are NC1=CC=C(C=C1)N1N=C(C=C1C#N)C=1C=NC=CC1 (1-(4-aminophenyl)-3-(3-pyridyl)-5-cyanopyrazole), ClC1=C(C=O)C(=CC=C1)C (2-chloro-6-methylbenzaldehyde), C(#N)[BH3-].[Na+] (sodium cyanoborohydride). The solvent is C(C)(=O)O (acetic acid), CO (MeOH). Reaction conditions: time 16 hour. Yields the product C(#N)C1=CC(=NN1C1=CC=C(C=C1)NCC1=C(C=CC=C1C)Cl)C=1C=NC=CC1 ([4-(5-Cyano-3-pyridin-3-yl-pyrazol-1-yl)phenyl]-(2-chloro-6-methylbenzyl)amine). The yield is 76.0%. RXN SMILES: [NH2:1][C:2]1[CH:7]=[CH:6][C:5]([N:8]2[C:12]([C:13]#[N:14])=[CH:11][C:10]([C:15]3[CH:16]=[N:17][CH:18]=[CH:19][CH:20]=3)=[N:9]2)=[CH:4][CH:3]=1.[Cl:21][C:22]1[CH:29]=[CH:28][CH:27]=[C:26]([CH3:30])[C:23]=1[CH:24]=O.C([BH3-])#N.[Na+]>C(O)(=O)C.CO>[C:13]([C:12]1[N:8]([C:5]2[CH:4]=[CH:3][C:2]([NH:1][CH2:24][C:23]3[C:26]([CH3:30])=[CH:27][CH:28]=[CH:29][C:22]=3[Cl:21])=[CH:7][CH:6]=2)[N:9]=[C:10]([C:15]2[CH:16]=[N:17][CH:18]=[CH:19][CH:20]=2)[CH:11]=1)#[N:14] |f:2.3|. Procedure: To a stirred solution of 1-(4-aminophenyl)-3-(3-pyridyl)-5-cyanopyrazole (130 mg, 0.5 mmol) and 2-chloro-6-methylbenzaldehyde (0.9 g) in acetic acid (4 mL) and MeOH (7 mL) at room temperature was added sodium cyanoborohydride (79 mg, 1.25 mmol). The reaction mixture was stirred at room temperature for 16 h and then concentrated under a stream of nitrogen, diluted with water, extracted into ethyl acetate, washed with sodium bicarbonate solution, water and dried (MgSO4). The residue obtained on co...